Dataset: the Open Reaction Database (ORD), a public repository of structured organic reaction records. Task: describe an organic reaction: reactants, conditions, products, and yield Starting materials: C(C1=CC=CC=C1)(=O)OC(C(C(C)(C)C)=O)C1=CC=CC=C1 (3,3-dimethyl-2-oxo-1-phenylbutyl benzoate), NC(=S)N (thiourea). Run in CN(C=O)C (dimethylformamide). Run at temperature 160 celsius. Product: C1(=CC=CC=C1)C=1OC(=C(N1)C(C)(C)C)C1=CC=CC=C1 (2,5-diphenyl-4-(tert-butyl)oxazole). As a reaction SMILES: [C:1]([O:9][CH:10]([C:17]1[CH:22]=[CH:21][CH:20]=[CH:19][CH:18]=1)[C:11](=O)[C:12]([CH3:15])([CH3:14])[CH3:13])(=O)[C:2]1[CH:7]=[CH:6][CH:5]=[CH:4][CH:3]=1.[NH2:23]C(N)=S>CN(C)C=O>[C:2]1([C:1]2[O:9][C:10]([C:17]3[CH:22]=[CH:21][CH:20]=[CH:19][CH:18]=3)=[C:11]([C:12]([CH3:15])([CH3:14])[CH3:13])[N:23]=2)[CH:7]=[CH:6][CH:5]=[CH:4][CH:3]=1. Procedure: 0.15 g of 3,3-dimethyl-2-oxo-1-phenylbutyl benzoate is dissolved in 8 ml of dimethylformamide in a reactor. 0.2 g of thiourea (5 eq.) is subsequently added and the reaction mixture is left to react at reflux (160° C.) for 15 hours. The reactants are ClC=1C=C(C=CC1F)C1=NC(=NC(=C1)N1CCN(CC1)C1=NC=CC=C1C(F)(F)F)C1=CC=NC=C1 (4-(3-chloro-4-fluorophenyl)-6-(4-(3-(trifluoromethyl)pyridin-2-yl)piperazin-1-yl)-2-(pyridin-4-yl)pyrimidine), BrC(C)C (2-bromopropane), [BH4-].[Na+] (NaBH4). The solvent is O (water), CN(C)C=O (DMF). Conditions: temperature 120 celsius, time 20 hour. Yields the product ClC=1C=C(C=CC1F)C1=NC(=NC(=C1)N1CCN(CC1)C1=NC=CC=C1C(F)(F)F)C=1CCN(CC1)C(C)C (4-(3-Chloro-4-fluorophenyl)-6-(4-(3-(trifluoromethyl)pyridin-2-yl)piperazin-1-yl)-2-(1,2,3,6-tetrahydro-1-isopropylpyridin-4-yl)pyrimidine). RXN SMILES: [Cl:1][C:2]1[CH:3]=[C:4]([C:9]2[CH:14]=[C:13]([N:15]3[CH2:20][CH2:19][N:18]([C:21]4[C:26]([C:27]([F:30])([F:29])[F:28])=[CH:25][CH:24]=[CH:23][N:22]=4)[CH2:17][CH2:16]3)[N:12]=[C:11]([C:31]3[CH:36]=[CH:35][N:34]=[CH:33][CH:32]=3)[N:10]=2)[CH:5]=[CH:6][C:7]=1[F:8].Br[CH:38]([CH3:40])[CH3:39].[BH4-].[Na+]>CN(C=O)C.O>[Cl:1][C:2]1[CH:3]=[C:4]([C:9]2[CH:14]=[C:13]([N:15]3[CH2:20][CH2:19][N:18]([C:21]4[C:26]([C:27]([F:29])([F:30])[F:28])=[CH:25][CH:24]=[CH:23][N:22]=4)[CH2:17][CH2:16]3)[N:12]=[C:11]([C:31]3[CH2:36][CH2:35][N:34]([CH:38]([CH3:40])[CH3:39])[CH2:33][CH:32]=3)[N:10]=2)[CH:5]=[CH:6][C:7]=1[F:8] |f:2.3|. Procedure: Dissolve 4-(3-chloro-4-fluorophenyl)-6-(4-(3-(trifluoromethyl)pyridin-2-yl)piperazin-1-yl)-2-(pyridin-4-yl)pyrimidine (40 mg) and 2-bromopropane (0.1 mL) in DMF (1.5 mL) under nitrogen atmosphere. Heat the mixture in a sealed tube at 120° C. for 48 hours. Cool the mixture to room temperature and then add NaBH4 (50 mg). Stir the mixture at room temperature for 20 hours, dilute with water (5 mL), extract with EtOAc (3×3 mL) and dry over MgSO4. Filter, and concentrate under vacuum to afford crude p... Starting materials: [Li]C(C)(C)C (t-BuLi), IC=1C=NC=CC1C (3-Iodo-4-methylpyridine), Cl(=O)(=O)(=O)[O-].C1CC[N+]=2CCCC12 (1,2,3,5,6,7-hexahydropyrrolizinium perchlorate). The solvent is CCCCC (pentane), CCOCC (Et2O). Conditions: temperature -95 celsius, time 2 hour. The product is CC1=C(C=NC=C1)C12CCCN2CCC1 (7a-(4-methyl-3-pyridinyl)-hexahydro-1H-pyrrolizine). Yield: 6.5%. Reaction SMILES: I[C:2]1[CH:3]=[N:4][CH:5]=[CH:6][C:7]=1[CH3:8].[Li]C(C)(C)C.Cl([O-])(=O)(=O)=O.[CH2:19]1[C:26]2[CH2:25][CH2:24][CH2:23][N+:22]=2[CH2:21][CH2:20]1>CCOCC.CCCCC>[CH3:8][C:7]1[CH:6]=[CH:5][N:4]=[CH:3][C:2]=1[C:26]12[CH2:25][CH2:24][CH2:23][N:22]1[CH2:21][CH2:20][CH2:19]2 |f:2.3|. Reported procedure: 3-Iodo-4-methylpyridine (330 mg, 3.10 mmol) was dissolved in Et2O and cooled to -95° C. A solution of t-BuLi (1.7M in pentane, 4.0 ml, 6.80 mmol) in pentane was added dropwise. 1,2,3,5,6,7-hexahydropyrrolizinium perchlorate (960 mg, 4.60 mmol) was added, and the reaction mixture was allowed to warm to -10° C. with stirring for 2 hours. The cold bath was removed, 2N HCl was added, and the phases were separated. The aqueous phase was basified with 15% NaOH and extracted with CH2Cl2 (2×). The CH2Cl... The reactants are ClC(=O)OC1=CC=C(C=C1)[N+](=O)[O-] (4-nitrophenyl chloroformate), NN1CCOCC1 (4-aminomorpholine). The solvent is C(Cl)Cl (CH2Cl2), C(Cl)Cl (CH2Cl2). Run at time 1 hour. Yields the product [N+](=O)([O-])C1=CC=C(C=C1)OC(NN1CCOCC1)=O (Morpholin-4-ylcarbamic Acid 4-Nitrophenyl Ester). Yield: 56.1%. RXN SMILES: Cl[C:2]([O:4][C:5]1[CH:10]=[CH:9][C:8]([N+:11]([O-:13])=[O:12])=[CH:7][CH:6]=1)=[O:3].[NH2:14][N:15]1[CH2:20][CH2:19][O:18][CH2:17][CH2:16]1>C(Cl)Cl>[N+:11]([C:8]1[CH:9]=[CH:10][C:5]([O:4][C:2](=[O:3])[NH:14][N:15]2[CH2:20][CH2:19][O:18][CH2:17][CH2:16]2)=[CH:6][CH:7]=1)([O-:13])=[O:12]. Procedure: To a solution of 4-nitrophenyl chloroformate (27.8 g, 0.14 mole) in CH2Cl2 (350 mL) at 0° C. was added a solution of 4-aminomorpholine (10.2 g, 0.1 mole) and triethylaminie (10.2 g, 0.1 mole) in CH2Cl2 (40 mL) via addition finnel over 1 h. A white ppt formed during the addition. After the addition was complete, the ice bath was removed and the reaction was stirred an additional 1 h. The solid was collected by filtration, re-suspended in Et2O and filtered to give the desired product as a white so... Starting materials: BrC1=C(CO[C@@H]2CN(CC2)C(=O)OC(C)(C)C)C=C(C=C1)F (tert-butyl (S)-3-(2-bromo-5-fluorobenzyloxy)pyrrolidine-1-carboxylate), O[C@H]1CN(CC1)C(=O)OC(C)(C)C (tert-butyl(R)-3-hydroxy-pyrrolidine-1-carboxylate). The product is BrC1=C(CO[C@H]2CN(CC2)C(=O)OC(C)(C)C)C=C(C=C1)F (tert-Butyl (R)-3-(2-bromo-5-fluorobenzyloxy)pyrrolidine-1-carboxylate). Reaction SMILES: [Br:1][C:2]1[CH:21]=[CH:20][C:19]([F:22])=[CH:18][C:3]=1[CH2:4][O:5][C@H:6]1[CH2:10][CH2:9][N:8]([C:11]([O:13][C:14]([CH3:17])([CH3:16])[CH3:15])=[O:12])[CH2:7]1.O[C@@H]1CCN(C(OC(C)(C)C)=O)C1>>[Br:1][C:2]1[CH:21]=[CH:20][C:19]([F:22])=[CH:18][C:3]=1[CH2:4][O:5][C@@H:6]1[CH2:10][CH2:9][N:8]([C:11]([O:13][C:14]([CH3:16])([CH3:17])[CH3:15])=[O:12])[CH2:7]1. Reported procedure: Prepared by proceeding in a similar manner to Intermediate 216, starting from tert-butyl(R)-3-hydroxy-pyrrolidine-1-carboxylate.